This data is from the Open Reaction Database (ORD), a public repository of structured organic reaction records. The task is: describe an organic reaction: reactants, conditions, products, and yield Starting materials: OO (Hydrogen peroxide), OC1=CC=C(C(=O)C2=CC=CC=C2)C=C1 (4-hydroxybenzophenone), II (iodine), [N+](=O)(O)[O-] (nitric acid). Solvent: CO (methanol). Reaction conditions: time 15 hour. Product: OC1=C(C=C(C=C1[N+](=O)[O-])C(=O)C1=CC=CC=C1)I ((4-Hydroxy-3-iodo-5-nitrophenyl)-phenyl-methanone). The yield is 76.0%. Reaction SMILES: [OH:1][C:2]1[CH:15]=[CH:14][C:5]([C:6]([C:8]2[CH:13]=[CH:12][CH:11]=[CH:10][CH:9]=2)=[O:7])=[CH:4][CH:3]=1.[I:16]I.[N+:18]([O-:21])(O)=[O:19].OO>CO>[OH:1][C:2]1[C:3]([N+:18]([O-:21])=[O:19])=[CH:4][C:5]([C:6]([C:8]2[CH:13]=[CH:12][CH:11]=[CH:10][CH:9]=2)=[O:7])=[CH:14][C:15]=1[I:16]. Procedure details: A solution of 4-hydroxybenzophenone (1.98 g, 10 mmol), iodine (10.15 g, 40 mmol), and concentrated nitric acid (5 mL) in 100 mL methanol was stirred for 72 hours at room temperature. Hydrogen peroxide, 30% (4.1 mL, 40 mmol) was then added, and the solution was stirred for another 15 hours. The solvent and excess iodine was removed in vacuo, and the crude product was crystallized from methanol, yielding the title compound as bright orange crystals (2.80 g, 76%). 1H NMR (400 MHz, CDCl3): δ 11.70 (... The reactants are CCCN1CCC(c2ccc(N)cc2)C1, CN(C)c1ccccn1, C1CCOC1, O=S(=O)(Cl)c1ccc(-c2ccno2)s1. Yields the product CCCN1CCC(c2ccc(NS(=O)(=O)c3ccc(-c4ccno4)s3)cc2)C1. As a reaction SMILES: [CH2:1]([CH2:2][CH3:3])[N:4]1[CH2:5][CH:6]([c:9]2[cH:10][cH:11][c:12]([NH2:15])[cH:13][cH:14]2)[CH2:7][CH2:8]1.[CH3:16][N:17]([c:18]1[cH:19][cH:20][cH:21][cH:22][n:23]1)[CH3:24].[O:39]1[CH2:40][CH2:41][CH2:42][CH2:43]1.[o:25]1[n:26][cH:27][cH:28][c:29]1-[c:30]1[cH:31][cH:32][c:33]([S:35](=[O:36])(=[O:37])[Cl:38])[s:34]1>>[CH2:1]([CH2:2][CH3:3])[N:4]1[CH2:5][CH:6]([c:9]2[cH:10][cH:11][c:12]([NH:15][S:35]([c:33]3[cH:32][cH:31][c:30](-[c:29]4[o:25][n:26][cH:27][cH:28]4)[s:34]3)(=[O:36])=[O:37])[cH:13][cH:14]2)[CH2:7][CH2:8]1. The reactants are ClC1=C(C=C(C=C1OC)C=1OC=CC1)OC (2-(4-chloro-3,5-dimethoxyphenyl)furan), CON(C(C(C1=CC=C(C=C1)C=1OC(=NN1)C)OC)=O)C (N,2-dimethoxy-N-methyl-2-(4-(5-methyl-1,3,4-oxadiazol-2-yl)phenyl)acetamide). The product is ClC1=C(C=C(C=C1OC)C1=CC=C(O1)C(C(C1=CC=C(C=C1)C=1OC(=NN1)C)OC)=O)OC (1-(5-(4-Chloro-3,5-dimethoxyphenyl)furan-2-yl)-2-methoxy-2-(4-(5-methyl-1,3,4-oxadiazol-2-yl)phenyl)ethanone), product. The yield is 25.0%. Reaction SMILES: [Cl:1][C:2]1[C:7]([O:8][CH3:9])=[CH:6][C:5]([C:10]2[O:11][CH:12]=[CH:13][CH:14]=2)=[CH:4][C:3]=1[O:15][CH3:16].CON(C)[C:20](=[O:36])[CH:21]([O:34][CH3:35])[C:22]1[CH:27]=[CH:26][C:25]([C:28]2[O:29][C:30]([CH3:33])=[N:31][N:32]=2)=[CH:24][CH:23]=1>>[Cl:1][C:2]1[C:7]([O:8][CH3:9])=[CH:6][C:5]([C:10]2[O:11][C:12]([C:20](=[O:36])[CH:21]([O:34][CH3:35])[C:22]3[CH:23]=[CH:24][C:25]([C:28]4[O:29][C:30]([CH3:33])=[N:31][N:32]=4)=[CH:26][CH:27]=3)=[CH:13][CH:14]=2)=[CH:4][C:3]=1[O:15][CH3:16]. Procedure: 1-(5-(4-Chloro-3,5-dimethoxyphenyl)furan-2-yl)-2-methoxy-2-(4-(5-methyl-1,3,4-oxadiazol-2-yl)phenyl)ethanone was prepared from 2-(4-chloro-3,5-dimethoxyphenyl)furan and N,2-dimethoxy-N-methyl-2-(4-(5-methyl-1,3,4-oxadiazol-2-yl)phenyl)acetamide according to the procedure used in Example 30. Purification by chromatography (60% EtOAc-hexanes) gave the product as a pale yellow solid (0.116 g, 25% yield). MS: m/z 469.1 [M+H]+.